The task is: describe an organic reaction: reactants, conditions, products, and yield. This data is from the Open Reaction Database (ORD), a public repository of structured organic reaction records. The reactants are CN(C=CC(=O)C1=NC=C(C=C1)C)C (3-dimethylamino-1-(5-methyl-2-pyridyl)-2-propen-1-one), NC1=NNC=C1 (3-aminopyrazole). Run in C(C)(=O)O (acetic acid). Reaction SMILES: C[N:2]([CH3:14])[CH:3]=[CH:4][C:5]([C:7]1[CH:12]=[CH:11][C:10]([CH3:13])=[CH:9][N:8]=1)=O.N[C:16]1[CH:20]=C[NH:18][N:17]=1>C(O)(=O)C>[CH3:13][C:10]1[CH:11]=[CH:12][C:7]([C:5]2[N:18]3[N:17]=[CH:16][CH:20]=[C:14]3[N:2]=[CH:3][CH:4]=2)=[N:8][CH:9]=1. Yields the product CC=1C=CC(=NC1)C1=CC=NC=2N1N=CC2 (7-(5-Methyl-2-pyridyl)pyrazolo[1,5-a]pyrimidine). Procedure details: A mixture of 0.01 mole of 3-dimethylamino-1-(5-methyl-2-pyridyl)-2-propen-1-one and 0.01 mole of 3-aminopyrazole in glacial acetic acid is refluxed for 8 hours and worked up as for Example 53 to give the product of the example. Conditions: temperature 140 celsius. The reactants are ClS(=O)(=O)N=C=O (chlorosulfonyl isocyanate), ClCCOC1=C(C=CC=C1)O (2-(2-chloroethoxy)phenol). Reaction SMILES: Cl[S:2]([N:5]=[C:6]=[O:7])(=[O:4])=[O:3].[Cl:8][CH2:9][CH2:10][O:11][C:12]1[CH:17]=[CH:16][CH:15]=[CH:14][C:13]=1[OH:18]>C1(C)C(C)=CC=CC=1>[Cl:8][CH2:9][CH2:10][O:11][C:12]1[CH:17]=[CH:16][CH:15]=[CH:14][C:13]=1[O:18][S:2]([N:5]=[C:6]=[O:7])(=[O:4])=[O:3]. Procedure: 3.4 g (0.024 mol) of chlorosulfonyl isocyanate are added dropwise at 25° C. to a solution of 3.45 g (0.02 mol) of 2-(2-chloroethoxy)phenol in 20 ml of xylene. When the dropwise addition is complete, the temperature is increased slowly to 140° C., and the mixture is refluxed for 2 hours. The mixture is cooled and the solvent as well as excess chlorosulfonyl isocyanate are removed on a rotary evaporator. The yellow oil which remains (5.6 g=100% of theory) is employed without further purification. Yields the product ClCCOC1=C(OS(=O)(=O)N=C=O)C=CC=C1 (2-(2-Chloroethoxy)phenoxysulfonyl isocyanate). The solvent is C=1(C(=CC=CC1)C)C (xylene). Reactants: Br, COc1ccc(C)c(N)c1, O=N[O-], [Na+], O, O=S(=O)(O)O. Yields the product COc1ccc(C)c(Br)c1. As a reaction SMILES: [BrH:20].[CH3:1][O:2][c:3]1[cH:4][cH:5][c:6]([CH3:10])[c:7]([NH2:8])[cH:9]1.[N:16]([O-:17])=[O:18].[Na+:19].[OH2:21].[S:11](=[O:12])(=[O:13])([OH:14])[OH:15]>>[CH3:1][O:2][c:3]1[cH:4][cH:5][c:6]([CH3:10])[c:7]([Br:20])[cH:9]1. The reactants are C[Sn](C)(C)c1ccc(C2=NOC(CO)C2)s1, ClC(Cl)Cl, O=C(C=Cc1ccccc1)C=Cc1ccccc1, O=C(C=Cc1ccccc1)C=Cc1ccccc1, O=C(C=Cc1ccccc1)C=Cc1ccccc1, O=C1OC(CO)CN1c1ccc(I)c(F)c1, [Pd], [Pd], c1coc(P(c2ccco2)c2ccco2)c1. Yields the product O=C1OC(CO)CN1c1ccc(-c2ccc(C3=NOC(CO)C3)s2)c(F)c1. Reaction SMILES: [CH3:17][Sn:18]([c:19]1[cH:20][cH:21][c:22]([C:24]2=[N:25][O:26][CH:27]([CH2:29][OH:30])[CH2:28]2)[s:23]1)([CH3:31])[CH3:32].[CH:49]([Cl:50])([Cl:51])[Cl:52].[CH:55](=[CH:56][C:57]([CH:58]=[CH:59][c:60]1[cH:61][cH:62][cH:63][cH:64][cH:65]1)=[O:66])[c:67]1[cH:68][cH:69][cH:70][cH:71][cH:72]1.[CH:73](=[CH:74][C:75]([CH:76]=[CH:77][c:78]1[cH:79][cH:80][cH:81][cH:82][cH:83]1)=[O:84])[c:85]1[cH:86][cH:87][cH:88][cH:89][cH:90]1.[CH:91](=[CH:92][C:93]([CH:94]=[CH:95][c:96]1[cH:97][cH:98][cH:99][cH:100][cH:101]1)=[O:102])[c:103]1[cH:104][cH:105][cH:106][cH:107][cH:108]1.[F:1][c:2]1[cH:3][c:4]([N:9]2[C:10](=[O:16])[O:11][CH:12]([CH2:14][OH:15])[CH2:13]2)[cH:5][cH:6][c:7]1[I:8].[Pd:53].[Pd:54].[o:33]1[cH:34][cH:35][cH:36][c:37]1[P:38]([c:39]1[o:40][cH:41][cH:42][cH:43]1)[c:44]1[o:45][cH:46][cH:47][cH:48]1>>[F:1][c:2]1[cH:3][c:4]([N:9]2[C:10](=[O:16])[O:11][CH:12]([CH2:14][OH:15])[CH2:13]2)[cH:5][cH:6][c:7]1-[c:19]1[cH:20][cH:21][c:22]([C:24]2=[N:25][O:26][CH:27]([CH2:29][OH:30])[CH2:28]2)[s:23]1. The reactants are O (water), N(=[N+]=[N-])C(C(CC)CC)C1=CC=NN1OCC1=CC=CC=C1 (5-(1-Azido-2-ethylbutyl)-1-(benzyloxy)-1H-pyrazole), C1(=CC=CC=C1)P(C1=CC=CC=C1)C1=CC=CC=C1 (triphenyl phosphine). The solvent is C1CCOC1 (THF). Yields the product C(C1=CC=CC=C1)ON1N=CC=C1C(C(CC)CC)N ({1-[1-(Benzyloxy)-1H-pyrazol-5-yl]-2-ethylbutyl}amine). Isolated yield 76.4%. Reaction SMILES: [N:1]([CH:4]([C:10]1[N:14]([O:15][CH2:16][C:17]2[CH:22]=[CH:21][CH:20]=[CH:19][CH:18]=2)[N:13]=[CH:12][CH:11]=1)[CH:5]([CH2:8][CH3:9])[CH2:6][CH3:7])=[N+]=[N-].O.C1(P(C2C=CC=CC=2)C2C=CC=CC=2)C=CC=CC=1>C1COCC1>[CH2:16]([O:15][N:14]1[C:10]([CH:4]([NH2:1])[CH:5]([CH2:8][CH3:9])[CH2:6][CH3:7])=[CH:11][CH:12]=[N:13]1)[C:17]1[CH:22]=[CH:21][CH:20]=[CH:19][CH:18]=1. Procedure details: 5-(1-Azido-2-ethylbutyl)-1-(benzyloxy)-1H-pyrazole (0.269 g, 0.90 mmol) was dissolved in THF (20 mL). Distilled water (0.40 mL, 22.5 mmol) was added, followed by triphenyl phosphine (0.590 g, 2.25 mmol). The mixture was refluxed for 2 h, cooled to ambient temperature and concentrated in vacuo. This produced a crude oil that was purified on a Biotage column (hexane/EtOAc, 1:1) to afford the product as a colorless oil (0.188 g, 76%). Mass Spectrum (+ESI): 274.2 (M+H)+. Reactants: BrC=1C=NC(=NC1)I (5-Bromo-2-iodopyrimidine), FC1=C(C=CC(=C1F)OCCCCCCCC)C1=NC=C(C=N1)Br (2-(2',3'-Difluoro-4'-octyloxyphenyl)-5-bromopyrimidine), FC1=CC=C(C=C1)B(O)O (4-fluorophenylboronic acid), C([O-])([O-])=O.[Na+].[Na+] (sodium carbonate). The reagents and catalysts are C=1C=CC(=CC1)[P](C=2C=CC=CC2)(C=3C=CC=CC3)[Pd]([P](C=4C=CC=CC4)(C=5C=CC=CC5)C=6C=CC=CC6)([P](C=7C=CC=CC7)(C=8C=CC=CC8)C=9C=CC=CC9)[P](C=1C=CC=CC1)(C=1C=CC=CC1)C=1C=CC=CC1 (tetrakis(triphenylphosphine)palladium). The solvent is COCCOC (DME). Product: FC1=CC=C(C=C1)C1=NC=C(C=N1)Br (2-(4'-Fluorophenyl)-5-bromopyrimidine). The yield is 93.1%. RXN SMILES: [Br:1][C:2]1[CH:3]=[N:4][C:5](I)=[N:6][CH:7]=1.[F:9][C:10]1[CH:15]=[CH:14][C:13](B(O)O)=[CH:12][CH:11]=1.C(=O)([O-])[O-].[Na+].[Na+].FC1C(F)=C(OCCCCCCCC)C=CC=1C1N=CC(Br)=CN=1>C1C=CC([P]([Pd]([P](C2C=CC=CC=2)(C2C=CC=CC=2)C2C=CC=CC=2)([P](C2C=CC=CC=2)(C2C=CC=CC=2)C2C=CC=CC=2)[P](C2C=CC=CC=2)(C2C=CC=CC=2)C2C=CC=CC=2)(C2C=CC=CC=2)C2C=CC=CC=2)=CC=1.COCCOC>[F:9][C:10]1[CH:15]=[CH:14][C:13]([C:5]2[N:4]=[CH:3][C:2]([Br:1])=[CH:7][N:6]=2)=[CH:12][CH:11]=1 |f:2.3.4,^1:52,54,73,92|. Reported procedure: --Quantities: 5-bromo-2-iodopyrimidine 2 (4.00 g, 14.0 mmol), 4-fluorophenylboronic acid 19 (2.44 g, 17.4 mmol), tetrakis(triphenylphosphine)palladium (324 mg, 0.28 mmol), DME (50 ml), aqueous 2M sodium carbonate (50 ml). The experimental procedure was as described for compound 4. The crude product was purified by flash chromatography (5% ethyl acetate-light petroleum) to give the fluorophenylpyrimidine 20 (3.3 g, 94%) (from MeOH), m.p. 155.5° C.; νmax /cm-1 (KBr) 1595, 1525, 1505, 1400s, 1220, ... Reactants: BrC1=NC=C(C(=O)OC)C=C1 (Methyl 6-bromonicotinate), O1CCOC12CC=C(CC2)B(O)O (1,4-dioxaspiro[4,5]dec-7-en-8-ylboronic acid), C1(CCCCC1)P(C1=C(C=CC=C1)C1=C(C=CC=C1OC)OC)C1CCCCC1 (dicyclohexyl(2′,6′-dimethoxybiphenyl-2-yl)phosphine), P(=O)([O-])([O-])[O-].[K+].[K+].[K+] (potassium phosphate). The reagents and catalysts are C(C)(=O)[O-].[Pd+2].C(C)(=O)[O-] (palladium(II) acetate). The solvent is O (water), O1CCOCC1 (Dioxane). Run at temperature 80 celsius. Yields the product O1CCOC12CC=C(CC2)C2=NC=C(C(=O)OC)C=C2 (methyl 6-(1,4-dioxaspiro[4,5]dec-7-en-8-yl)nicotinate). RXN SMILES: Br[C:2]1[CH:11]=[CH:10][C:5]([C:6]([O:8][CH3:9])=[O:7])=[CH:4][N:3]=1.[O:12]1[C:16]2([CH2:21][CH2:20][C:19](B(O)O)=[CH:18][CH2:17]2)[O:15][CH2:14][CH2:13]1.C1(P(C2CCCCC2)C2C=CC=CC=2C2C(OC)=CC=CC=2OC)CCCCC1.P([O-])([O-])([O-])=O.[K+].[K+].[K+]>C([O-])(=O)C.[Pd+2].C([O-])(=O)C.O.O1CCOCC1>[O:12]1[C:16]2([CH2:21][CH2:20][C:19]([C:2]3[CH:11]=[CH:10][C:5]([C:6]([O:8][CH3:9])=[O:7])=[CH:4][N:3]=3)=[CH:18][CH2:17]2)[O:15][CH2:14][CH2:13]1 |f:3.4.5.6,7.8.9|. Procedure: Methyl 6-bromonicotinate (2.11 g, 9.78 mmol), 1,4-dioxaspiro[4,5]dec-7-en-8-ylboronic acid (2 g, 10.86 mmol), palladium(II) acetate (109 mg, 0.48 mmol), dicyclohexyl(2′,6′-dimethoxybiphenyl-2-yl)phosphine (0.40 g, 0.97 mmol) and potassium phosphate (6.2 g, 29.1 mmol) were placed in a Schlenk tube and the tube was placed under vacuum and filled with argon. Dioxane (30 mL) and water (4 mL) were added and the tube was heated (80° C.) overnight. The mixture was partitioned with ether and water and t... The reactants are ClC1=C(C(=O)O)C(=CC=C1)SC1=NC(=CC(=N1)OC)OC (2-chloro-6-[(4,6-dimethoxy-2-pyrimidinyl)thio]benzoic acid), [H-].[Na+] (sodium hydride). Solvent: O1CCCC1 (tetrahydrofuran), O1CCCC1 (tetrahydrofuran). Reaction conditions: time 30 minute. Product: ClC1=C(C(=O)[O-])C(=CC=C1)SC1=NC(=CC(=N1)OC)OC.[Na+] (sodium 2-chloro-6-[(4,6-dimethoxy-2-pyrimidinyl)thio]benzoate). Yield: 99.2%. RXN SMILES: [Cl:1][C:2]1[CH:10]=[CH:9][CH:8]=[C:7]([S:11][C:12]2[N:17]=[C:16]([O:18][CH3:19])[CH:15]=[C:14]([O:20][CH3:21])[N:13]=2)[C:3]=1[C:4]([OH:6])=[O:5].[H-].[Na+:23]>O1CCCC1>[Cl:1][C:2]1[CH:10]=[CH:9][CH:8]=[C:7]([S:11][C:12]2[N:13]=[C:14]([O:20][CH3:21])[CH:15]=[C:16]([O:18][CH3:19])[N:17]=2)[C:3]=1[C:4]([O-:6])=[O:5].[Na+:23] |f:1.2,4.5|. Reported procedure: 1.7 g of 2-chloro-6-[(4,6-dimethoxy-2-pyrimidinyl)thio]benzoic acid dissolved in 10 ml of tetrahydrofuran was gradually dropwise added to a suspension of 0.2 g of 60% sodium hydride in 20 ml of tetrahydrofuran. The mixture was reacted under stirring for 30 minutes. After completion of the reaction, the solvent was distilled off under reduced pressure. Isopropyl ether was added to the residue, and a solid was collected by filtration. The solid was dried to obtain 1.8 g of the desired compound as ... Starting materials: [Li]CCCC, CN([SiH](C)C)[Si](C)(C)C, CCOCC, N#Cc1ccccc1Cl, Cl. The product is N=C(N)c1ccccc1Cl. Reaction SMILES: [CH2:10]([Li:11])[CH2:12][CH2:13][CH3:14].[CH3:1][SiH:2]([N:3]([CH3:5])[Si:6]([CH3:7])([CH3:8])[CH3:9])[CH3:4].[CH3:25][CH2:26][O:27][CH2:28][CH3:29].[Cl:15][c:16]1[c:17]([C:18]#[N:19])[cH:20][cH:21][cH:22][cH:23]1.[ClH:24]>>[NH:3]=[C:18]([c:17]1[c:16]([Cl:15])[cH:23][cH:22][cH:21][cH:20]1)[NH2:19]. Starting materials: C[C@H]1N([C@H](CC1)C)C(=O)C1(CCCC1)NC(OC(C)(C)C)=O (tert-butyl 1-((2R,5S)-2,5-dimethylpyrrolidine-1-carbonyl)cyclopentylcarbamate), Cl (hydrogen chloride). Run in O1CCOCC1 (dioxane). Reaction conditions: temperature 23 celsius, time 64 hour. Yields the product Cl.NC1(CCCC1)C(=O)N1[C@@H](CC[C@@H]1C)C ((1-Aminocyclopentyl)((2R,5S)-2,5-Dimethylpyrrolidin-1-yl)methanone Hydrochloride). Reaction SMILES: [CH3:1][C@@H:2]1[CH2:6][CH2:5][C@H:4]([CH3:7])[N:3]1[C:8]([C:10]1([NH:15]C(=O)OC(C)(C)C)[CH2:14][CH2:13][CH2:12][CH2:11]1)=[O:9].[ClH:23]>O1CCOCC1>[ClH:23].[NH2:15][C:10]1([C:8]([N:3]2[C@@H:4]([CH3:7])[CH2:5][CH2:6][C@H:2]2[CH3:1])=[O:9])[CH2:14][CH2:13][CH2:12][CH2:11]1 |f:3.4|. Procedure: To tert-butyl 1-((2R,5S)-2,5-dimethylpyrrolidine-1-carbonyl)cyclopentylcarbamate (170 mg, 0.548 mmol) was added a 4.0 M dioxane solution of hydrogen chloride (0.137 mL, 0.548 mmol). The mixture was stirred at 23° C. for 64 h then concentrated. The residue was taken up in ether (10 mL). The precipitate was collected by filtration, rinsed with ether, and dried to provide the title compound as a white solid.